This data is from the Open Reaction Database (ORD), a public repository of structured organic reaction records. The task is: describe an organic reaction: reactants, conditions, products, and yield Starting materials: N1N=CC2=CC(=CC=C12)C1=NC=CC(=C1)C=1SC2=C(N1)C=C(C(=C2C2=CC=C(C=C2)Cl)[C@@H](C(=O)OCC)OC(C)(C)C)C ((S)-ethyl 2-(2-(2-(1H-indazol-5-yl)pyridin-4-yl)-7-(4-chlorophenyl)-5-methylbenzo[d]thiazol-6-yl)-2-tert-butoxyacetate), C(=O)([O-])[O-].[Cs+].[Cs+] (Cs2CO3), ICC (iodoethane). Solvent: CN(C)C=O (DMF). Product: C(C)(C)(C)O[C@H](C(=O)OCC)C1=C(C2=C(N=C(S2)C2=CC(=NC=C2)C=2C=C3C=NN(C3=CC2)CC)C=C1C)C1=CC=C(C=C1)Cl ((S)-ethyl 2-tert-butoxy-2-(7-(4-chlorophenyl)-2-(2-(1-ethyl-1H-indazol-5-yl)pyridin-4-yl)-5-methylbenzo[d]thiazol-6-yl)acetate). Reaction SMILES: [NH:1]1[C:9]2[C:4](=[CH:5][C:6]([C:10]3[CH:15]=[C:14]([C:16]4[S:17][C:18]5[C:24]([C:25]6[CH:30]=[CH:29][C:28]([Cl:31])=[CH:27][CH:26]=6)=[C:23]([C@H:32]([O:38][C:39]([CH3:42])([CH3:41])[CH3:40])[C:33]([O:35][CH2:36][CH3:37])=[O:34])[C:22]([CH3:43])=[CH:21][C:19]=5[N:20]=4)[CH:13]=[CH:12][N:11]=3)=[CH:7][CH:8]=2)[CH:3]=[N:2]1.C([O-])([O-])=O.[Cs+].[Cs+].I[CH2:51][CH3:52]>CN(C=O)C>[C:39]([O:38][C@@H:32]([C:23]1[C:22]([CH3:43])=[CH:21][C:19]2[N:20]=[C:16]([C:14]3[CH:13]=[CH:12][N:11]=[C:10]([C:6]4[CH:5]=[C:4]5[C:9](=[CH:8][CH:7]=4)[N:1]([CH2:51][CH3:52])[N:2]=[CH:3]5)[CH:15]=3)[S:17][C:18]=2[C:24]=1[C:25]1[CH:26]=[CH:27][C:28]([Cl:31])=[CH:29][CH:30]=1)[C:33]([O:35][CH2:36][CH3:37])=[O:34])([CH3:42])([CH3:41])[CH3:40] |f:1.2.3|. Procedure details: To a solution of (S)-ethyl 2-(2-(2-(1H-indazol-5-yl)pyridin-4-yl)-7-(4-chlorophenyl)-5-methylbenzo[d]thiazol-6-yl)-2-tert-butoxyacetate (32 mg, 0.052 mmol) in DMF (1 mL), was added Cs2CO3 (34 mg, 0.104 mmol), iodoethane (5 μL, 0.062 mmol). The reaction was reacted at room temperature. After the reaction finished, the reaction mixture was washed by water, extracted by EtOAc, the organic phase was dried over MgSO4, filtered, concentrated down, purified by silica gel column, eluting by 0-100% EtOAc... The reactants are C(C)NC(NC1=CC=C(C=C1)C=1N=C(C2=C(N1)CN(CC2)C(=O)OC(C)(C)C)N2[C@H](COCC2)C)=O ((S)-tert-butyl 2-(4-(3-ethylureido)phenyl)-4-(3-methylmorpholino)-5,6-dihydropyrido[3,4-d]pyrimidine-7(8H)-carboxylate), C1(CC1)NC(=O)NC1=CC=C(C=C1)B1OC(C(O1)(C)C)(C)C (1-cyclopropyl-3-(4-(4,4,5,5-tetramethyl-1,3,2-dioxaborolan-2-yl)phenyl)urea). Yields the product C1(CC1)NC(NC1=CC=C(C=C1)C=1N=C(C2=C(N1)CN(CC2)C(=O)OC(C)(C)C)N2C(COCC2)C)=O (tert-butyl 2-(4-(3-cyclopropylureido)phenyl)-4-(3-methylmorpholino)-5,6-dihydropyrido[3,4-d]pyrimidine-7(8H)-carboxylate). RXN SMILES: [CH2:1]([NH:3][C:4](=[O:36])[NH:5][C:6]1[CH:11]=[CH:10][C:9]([C:12]2[N:13]=[C:14]([N:29]3[CH2:34][CH2:33][O:32][CH2:31][C@@H:30]3[CH3:35])[C:15]3[CH2:21][CH2:20][N:19]([C:22]([O:24][C:25]([CH3:28])([CH3:27])[CH3:26])=[O:23])[CH2:18][C:16]=3[N:17]=2)=[CH:8][CH:7]=1)[CH3:2].[CH:37]1(NC(NC2C=CC(B3OC(C)(C)C(C)(C)O3)=CC=2)=O)CC1>>[CH:1]1([NH:3][C:4](=[O:36])[NH:5][C:6]2[CH:11]=[CH:10][C:9]([C:12]3[N:13]=[C:14]([N:29]4[CH2:34][CH2:33][O:32][CH2:31][CH:30]4[CH3:35])[C:15]4[CH2:21][CH2:20][N:19]([C:22]([O:24][C:25]([CH3:28])([CH3:26])[CH3:27])=[O:23])[CH2:18][C:16]=4[N:17]=3)=[CH:8][CH:7]=2)[CH2:37][CH2:2]1. Procedure details: Method as described for intermediate 5 using 1-cyclopropyl-3-(4-(4,4,5,5-tetramethyl-1,3,2-dioxaborolan-2-yl)phenyl)urea. Reactants: FC1=CC=C(COC(N(CC2=C(C=CC(=C2)C(F)(F)F)B2OC(C(O2)(C)C)(C)C)CC)=O)C=C1 (ethyl-[2-(4,4,5,5-tetramethyl-[1,3,2]dioxaborolan-2-yl)-5-trifluoromethyl-benzyl]-carbamic acid 4-fluoro-benzyl ester), COC(CC1=CC(=CC(=C1)Cl)Br)=O ((3-bromo-5-chloro-phenyl)-acetic acid methyl ester). Product: COC(CC=1C=C(C=C(C1)Cl)C1=C(C=C(C=C1)C(F)(F)F)CN(C(=O)OCC1=CC=C(C=C1)F)CC)=O ((5-Chloro-2′-{[ethyl-(4-fluoro-benzyloxycarbonyl)-amino]-methyl}-4′-trifluoromethyl-biphenyl-3-yl)-acetic acid methyl ester). As a reaction SMILES: [F:1][C:2]1[CH:34]=[CH:33][C:5]([CH2:6][O:7][C:8](=[O:32])[N:9]([CH2:30][CH3:31])[CH2:10][C:11]2[CH:16]=[C:15]([C:17]([F:20])([F:19])[F:18])[CH:14]=[CH:13][C:12]=2B2OC(C)(C)C(C)(C)O2)=[CH:4][CH:3]=1.[CH3:35][O:36][C:37](=[O:47])[CH2:38][C:39]1[CH:44]=[C:43]([Cl:45])[CH:42]=[C:41](Br)[CH:40]=1>>[CH3:35][O:36][C:37](=[O:47])[CH2:38][C:39]1[CH:40]=[C:41]([C:12]2[CH:13]=[CH:14][C:15]([C:17]([F:20])([F:19])[F:18])=[CH:16][C:11]=2[CH2:10][N:9]([CH2:30][CH3:31])[C:8]([O:7][CH2:6][C:5]2[CH:4]=[CH:3][C:2]([F:1])=[CH:34][CH:33]=2)=[O:32])[CH:42]=[C:43]([Cl:45])[CH:44]=1. Procedure details: Prepared according to the procedure described in Example 1, Step 6, using the following starting materials: ethyl-[2-(4,4,5,5-tetramethyl-[1,3,2]dioxaborolan-2-yl)-5-trifluoromethyl-benzyl]-carbamic acid 4-fluoro-benzyl ester and (3-bromo-5-chloro-phenyl)-acetic acid methyl ester. The reactants are C(Cl)Cl (methylene chloride), ClC1=CC(=C(NC2=CC=NC3=CC(=C(C=C23)SCCOC)OC)C=C1)F (4-(4-chloro-2-fluoroanilino)-7-methoxy-6-(2-methoxyethylthio)quinoline), OOS(=O)[O-].[K+] (OXONE), OOS(=O)[O-].[K+] (OXONE), C(C)(=O)OCC.CO (ethyl acetate methanol). The solvent is O (water), CO (methanol). Run at time 30 minute. Yields the product ClC1=CC(=C(NC2=CC=NC3=CC(=C(C=C23)S(=O)CCOC)OC)C=C1)F (4-(4-chloro-2-fluoroanilino)-7-methoxy-6-(2-methoxyethylsulphinyl)quinoline). The yield is 65.2%. RXN SMILES: [Cl:1][C:2]1[CH:25]=[CH:24][C:5]([NH:6][C:7]2[C:16]3[C:11](=[CH:12][C:13]([O:22][CH3:23])=[C:14]([S:17][CH2:18][CH2:19][O:20][CH3:21])[CH:15]=3)[N:10]=[CH:9][CH:8]=2)=[C:4]([F:26])[CH:3]=1.[OH:27]OS([O-])=O.[K+].C(Cl)Cl.C(OCC)(=O)C.CO>CO.O>[Cl:1][C:2]1[CH:25]=[CH:24][C:5]([NH:6][C:7]2[C:16]3[C:11](=[CH:12][C:13]([O:22][CH3:23])=[C:14]([S:17]([CH2:18][CH2:19][O:20][CH3:21])=[O:27])[CH:15]=3)[N:10]=[CH:9][CH:8]=2)=[C:4]([F:26])[CH:3]=1 |f:1.2,4.5|. Procedure: 4-(4-Chloro-2-fluoroanilino)-7-methoxy-6-(2-methoxyethylthio)quinoline (175 mg, 0.45 mmol), (prepared as described in Example 62), was dissolved in methanol (40 ml), OXONE, (trade mark of E.I. du Pont de Nemours & Co.,Inc), (230 mg in 5 ml of water) was added and the mixture was stirred at ambient temperature for 30 minutes. More OXONE, (trade mark of E.I. du Pont de Nemours & Co.,Inc), (60 mg) was added and the mixture was stirred for a further hour. The mixture was diluted with 100 ml of water...